From a dataset of the Open Reaction Database (ORD), a public repository of structured organic reaction records. describe an organic reaction: reactants, conditions, products, and yield Starting materials: CN1CC=2N=C(N=C(C2C1)N1[C@H](COCC1)C)C1=CC=C(C=C1)NC(OC1=CC=CC=C1)=O ((S)-phenyl 4-(6-methyl-4-(3-methylmorpholino)-6,7-dihydro-5H-pyrrolo[3,4-d]pyrimidin-2-yl)phenylcarbamate), CN1CC=2N=C(N=C(C2C1)N1[C@H](COCC1)C)C1=CC=C(C=C1)NC(OC1=CC=CC=C1)=O ((S)-phenyl 4-(6-methyl-4-(3-methylmorpholino)-6,7-dihydro-5H-pyrrolo[3,4-d]pyrimidin-2-yl)phenylcarbamate), NCCO (2-amino ethanol). Product: OCCNC(=O)NC1=CC=C(C=C1)C=1N=C(C2=C(N1)CN(C2)C)N2[C@H](COCC2)C ((S)-1-(2-hydroxyethyl)-3-(4-(6-methyl-4-(3-methylmorpholino)-6,7-dihydro-5H-pyrrolo[3,4-d]pyrimidin-2-yl)phenyl)urea). As a reaction SMILES: [CH3:1][N:2]1[CH2:10][C:9]2[C:8]([N:11]3[CH2:16][CH2:15][O:14][CH2:13][C@@H:12]3[CH3:17])=[N:7][C:6]([C:18]3[CH:23]=[CH:22][C:21]([NH:24][C:25](=[O:33])OC4C=CC=CC=4)=[CH:20][CH:19]=3)=[N:5][C:4]=2[CH2:3]1.[NH2:34][CH2:35][CH2:36][OH:37]>>[OH:37][CH2:36][CH2:35][NH:34][C:25]([NH:24][C:21]1[CH:20]=[CH:19][C:18]([C:6]2[N:7]=[C:8]([N:11]3[CH2:16][CH2:15][O:14][CH2:13][C@@H:12]3[CH3:17])[C:9]3[CH2:10][N:2]([CH3:1])[CH2:3][C:4]=3[N:5]=2)=[CH:23][CH:22]=1)=[O:33]. Reported procedure: Method as described for example 51 using (S)-phenyl 4-(6-methyl-4-(3-methylmorpholino)-6,7-dihydro-5H-pyrrolo[3,4-d]pyrimidin-2-yl)phenylcarbamate (intermediate 10) and 2-amino ethanol. The reactants are CC(C)C[Al+]CC(C)C, C1CCOC1, CCCCCC, [H-], COC(=O)c1ccc(C=Cc2cccc(OCc3ccc4ccccc4n3)c2)cc1. Product: O=Cc1ccc(C=Cc2cccc(OCc3ccc4ccccc4n3)c2)cc1. As a reaction SMILES: [CH2:2]([Al+:3][CH2:4][CH:5]([CH3:6])[CH3:7])[CH:8]([CH3:9])[CH3:10].[CH2:47]1[O:48][CH2:49][CH2:50][CH2:51]1.[CH3:41][CH2:42][CH2:43][CH2:44][CH2:45][CH3:46].[H-:1].[n:11]1[c:12]([CH2:21][O:22][c:23]2[cH:24][c:25]([CH:26]=[CH:27][c:28]3[cH:29][cH:30][c:31]([C:32](=[O:33])[O:34][CH3:35])[cH:36][cH:37]3)[cH:38][cH:39][cH:40]2)[cH:13][cH:14][c:15]2[cH:16][cH:17][cH:18][cH:19][c:20]12>>[n:11]1[c:12]([CH2:21][O:22][c:23]2[cH:24][c:25]([CH:26]=[CH:27][c:28]3[cH:29][cH:30][c:31]([CH:32]=[O:33])[cH:36][cH:37]3)[cH:38][cH:39][cH:40]2)[cH:13][cH:14][c:15]2[cH:16][cH:17][cH:18][cH:19][c:20]12.